Dataset: the Open Reaction Database (ORD), a public repository of structured organic reaction records. Task: describe an organic reaction: reactants, conditions, products, and yield The reactants are COC(=O)C(CC1COC1)c1ccc(S(C)(=O)=O)c(Cl)c1, CO, [Li+], [OH-], O, O. The product is CS(=O)(=O)c1ccc(C(CC2COC2)C(=O)O)cc1Cl. As a reaction SMILES: [CH3:1][O:2][C:3]([CH:4]([CH2:5][CH:6]1[CH2:7][O:8][CH2:9]1)[c:10]1[cH:11][c:12]([Cl:20])[c:13]([S:16](=[O:17])(=[O:18])[CH3:19])[cH:14][cH:15]1)=[O:21].[CH3:25][OH:26].[Li+:24].[OH-:23].[OH2:22].[OH2:27]>>[O:2]=[C:3]([CH:4]([CH2:5][CH:6]1[CH2:7][O:8][CH2:9]1)[c:10]1[cH:11][c:12]([Cl:20])[c:13]([S:16](=[O:17])(=[O:18])[CH3:19])[cH:14][cH:15]1)[OH:21]. Starting materials: C(C1=CC=CC=C1)N1CCC(CC1)(NC1=CC=CC=C1)C1=NN=NN1 (1-benzyl-4-(1H-tetrazol-5-yl)-4-anilinopiperidine), C(CC)(=O)OC(CC)=O (propionic anhydride). Reaction conditions: time 6 hour. The product is C(CC)(=O)[O-].C(C1=CC=CC=C1)[NH+]1CCC(CC1)(N(C(CC)=O)C1=CC=CC=C1)C1=NN=NN1 (1-benzyl-4-(1H-tetrazol-5-yl)-4-(N-phenylpropionamido)piperidinium propionate). Reaction SMILES: [CH2:1]([N:8]1[CH2:13][CH2:12][C:11]([C:21]2[NH:25][N:24]=[N:23][N:22]=2)([NH:14][C:15]2[CH:20]=[CH:19][CH:18]=[CH:17][CH:16]=2)[CH2:10][CH2:9]1)[C:2]1[CH:7]=[CH:6][CH:5]=[CH:4][CH:3]=1.[C:26]([O:30][C:31](=[O:34])[CH2:32][CH3:33])(=[O:29])[CH2:27][CH3:28]>>[C:26]([O-:30])(=[O:29])[CH2:27][CH3:28].[CH2:1]([NH+:8]1[CH2:13][CH2:12][C:11]([C:21]2[NH:22][N:23]=[N:24][N:25]=2)([N:14]([C:15]2[CH:16]=[CH:17][CH:18]=[CH:19][CH:20]=2)[C:31](=[O:34])[CH2:32][CH3:33])[CH2:10][CH2:9]1)[C:2]1[CH:7]=[CH:6][CH:5]=[CH:4][CH:3]=1 |f:2.3|. Reported procedure: A 250 ml r.b. flask was charged with 1-benzyl-4-(1H-tetrazol-5-yl)-4-anilinopiperidine (17.7 g, 53 mmol) and propionic anhydride (95 ml). The resulting mixture was stirred at 70°-75° C. for 6 hours. Then, it was concentrated in vacuo and the crude was chromatographed (SiO2, 5-20% MeOH/CH2Cl2) to give the desired compound (14.7 g, 32 mmol) as white powder: m.p. 226°-228° C.; R (nujol) 1660 cm-1 ; MR (270 MHz, CDCl3) δ 0.864, (t, 3H, CH3CH2CON), 1.175 (t, 3H, CH3CH2CO2H), 1.883 (q, 2H, CH3CH2CO2H)... Run in O (water), C(C)OCC (diethyl ether). Product: OC1=C2C=C(C(=CC2=CC(=C1)S(=O)(=O)O)S(=O)(=O)O)NC(C1=CC(=CC=C1)[N+](=O)[O-])=O (5-hydroxy-3-m-nitrobenzamido-2,7-naphthalenedisulfonic acid), [Na][Na] (disodium). Reaction SMILES: [NH2:1][C:2]1[C:3]([S:17]([OH:20])(=[O:19])=[O:18])=[CH:4][C:5]2[C:10]([CH:11]=1)=[C:9]([OH:12])[CH:8]=[C:7]([S:13]([OH:16])(=[O:15])=[O:14])[CH:6]=2.O.O.O.C([O-])(=O)C.[Na+:28].[N+:29]([C:32]1[CH:33]=[C:34]([CH:38]=[CH:39][CH:40]=1)[C:35](Cl)=[O:36])([O-:31])=[O:30].[OH-].[Na+:42].Cl>O.C(OCC)C>[OH:12][C:9]1[CH:8]=[C:7]([S:13]([OH:16])(=[O:15])=[O:14])[CH:6]=[C:5]2[C:10]=1[CH:11]=[C:2]([NH:1][C:35](=[O:36])[C:34]1[CH:38]=[CH:39][CH:40]=[C:32]([N+:29]([O-:31])=[O:30])[CH:33]=1)[C:3]([S:17]([OH:20])(=[O:19])=[O:18])=[CH:4]2.[Na:28][Na:42] |f:1.2.3.4.5,7.8|. Procedure details: A 41.0 g portion of recrystallized 3-amino-5-hydroxy-2,7-naphthalenedisulfonic acid and 16.5 g of sodium acetate trihydrate is dissolved in 250 ml of distilled water, then 44.55 g of m-nitrobenzoyl chloride is added all at once along with 120 ml of 1N sodium hydroxide and a small amount of diethyl ether. The resulting mixture is shaken for 5 minutes and another 120 ml of 1N sodium hydroxide is added and the mixture is shaken for 1/2 hour. The latter addition and shaking is repeated two more time... Reaction conditions: time 5 minute. Reactants: NC=1C(=CC2=CC(=CC(=C2C1)O)S(=O)(=O)O)S(=O)(=O)O (3-amino-5-hydroxy-2,7-naphthalenedisulfonic acid), O.O.O.C(C)(=O)[O-].[Na+] (sodium acetate trihydrate), Cl (hydrochloric acid), Congo Red, [N+](=O)([O-])C=1C=C(C(=O)Cl)C=CC1 (m-nitrobenzoyl chloride), [OH-].[Na+] (sodium hydroxide), [OH-].[Na+] (sodium hydroxide). The reactants are CN([SiH](C)C)[Si](C)(C)C, C[Si](C)(C)Cl, O=c1ncc(I)c[nH]1. Yields the product C[Si](C)(C)Oc1ncc(I)cn1. Reaction SMILES: [CH3:14][SiH:15]([CH3:16])[N:17]([CH3:18])[Si:19]([CH3:20])([CH3:21])[CH3:22].[Cl:9][Si:10]([CH3:11])([CH3:12])[CH3:13].[I:1][c:2]1[cH:3][n:4][c:5](=[O:8])[nH:6][cH:7]1>>[I:1][c:2]1[cH:3][n:4][c:5]([O:8][Si:10]([CH3:11])([CH3:12])[CH3:13])[n:6][cH:7]1. Reactants: ClC=1C(=NC=C(N1)N1[C@@H]([C@@H](CCC1)N1C(N(CC1)C)=O)C)C#N (3-chloro-5-((2R,3R)-2-methyl-3-(3-methyl-2-oxoimidazolidin-1-yl)piperidin-1-yl)pyrazine-2-carbonitrile), NC1=CC=C(C=C1)C1(CCN(CC1)C(=O)OC(C)(C)C)C (tert-butyl 4-(4-aminophenyl)-4-methylpiperidine-1-carboxylate), C([O-])([O-])=O.[Cs+].[Cs+] (cesium carbonate), C=1C=CC(=CC1)P(C=2C=CC=CC2)C3=CC=C4C=CC=CC4=C3C5=C6C=CC=CC6=CC=C5P(C=7C=CC=CC7)C=8C=CC=CC8 (BINAP). The reagents and catalysts are CC(=O)[O-].CC(=O)[O-].[Pd+2] (Pd(OAc)2). The solvent is O1CCOCC1 (dioxane). Conditions: temperature 115 celsius, time 70 minute. Product: C(#N)C=1C(=NC(=CN1)N1[C@@H]([C@@H](CCC1)N1C(N(CC1)C)=O)C)NC1=CC=C(C=C1)C1(CCN(CC1)C(=O)OC(C)(C)C)C (tert-butyl 4-(4-(3-cyano-6-((2R,3R)-2-methyl-3-(3-methyl-2-oxoimidazolidin-1-yl)piperidin-1-yl)pyrazin-2-ylamino)phenyl)-4-methylpiperidine-1-carboxylate). RXN SMILES: Cl[C:2]1[C:3]([C:22]#[N:23])=[N:4][CH:5]=[C:6]([N:8]2[CH2:13][CH2:12][CH2:11][C@@H:10]([N:14]3[CH2:18][CH2:17][N:16]([CH3:19])[C:15]3=[O:20])[C@H:9]2[CH3:21])[N:7]=1.[NH2:24][C:25]1[CH:30]=[CH:29][C:28]([C:31]2([CH3:44])[CH2:36][CH2:35][N:34]([C:37]([O:39][C:40]([CH3:43])([CH3:42])[CH3:41])=[O:38])[CH2:33][CH2:32]2)=[CH:27][CH:26]=1.C(=O)([O-])[O-].[Cs+].[Cs+].C1C=CC(P(C2C(C3C(P(C4C=CC=CC=4)C4C=CC=CC=4)=CC=C4C=3C=CC=C4)=C3C(C=CC=C3)=CC=2)C2C=CC=CC=2)=CC=1>O1CCOCC1.CC([O-])=O.CC([O-])=O.[Pd+2]>[C:22]([C:3]1[C:2]([NH:24][C:25]2[CH:30]=[CH:29][C:28]([C:31]3([CH3:44])[CH2:32][CH2:33][N:34]([C:37]([O:39][C:40]([CH3:43])([CH3:42])[CH3:41])=[O:38])[CH2:35][CH2:36]3)=[CH:27][CH:26]=2)=[N:7][C:6]([N:8]2[CH2:13][CH2:12][CH2:11][C@@H:10]([N:14]3[CH2:18][CH2:17][N:16]([CH3:19])[C:15]3=[O:20])[C@H:9]2[CH3:21])=[CH:5][N:4]=1)#[N:23] |f:2.3.4,7.8.9|. Procedure: The mixture of 3-chloro-5-((2R,3R)-2-methyl-3-(3-methyl-2-oxoimidazolidin-1-yl)piperidin-1-yl)pyrazine-2-carbonitrile (357) (100 mg, 0.60 mmol), tert-butyl 4-(4-aminophenyl)-4-methylpiperidine-1-carboxylate (287) (175 mg, 0.60 mmol), fine-powder cesium carbonate (590 mg, 1.80 mmol), Pd(OAc)2 (45 mg, 0.2 mmol), BINAP (125 mg, 0.2 mmol) in 30 mL dioxane was degassed with nitrogen stream for 3 min. It was then stirred in 115° C. bath in nitrogen atmosphere for 70 min. The mixture was cooled to RT, ... Reactants: C=CC(=O)OC(C)(C)C, CCCC[N+](CCCC)(CCCC)CCCC, [F-], Nc1ccc(S)cc1, C1CCOC1. The product is CC(C)(C)OC(=O)CCSc1ccc(N)cc1. RXN SMILES: [C:9]([CH3:10])([CH3:11])([CH3:12])[O:13][C:14]([CH:15]=[CH2:16])=[O:17].[CH3:24][CH2:25][CH2:26][CH2:27][N+:28]([CH2:29][CH2:30][CH2:31][CH3:32])([CH2:33][CH2:34][CH2:35][CH3:36])[CH2:37][CH2:38][CH2:39][CH3:40].[F-:23].[NH2:1][c:2]1[cH:3][cH:4][c:5]([SH:8])[cH:6][cH:7]1.[O:18]1[CH2:19][CH2:20][CH2:21][CH2:22]1>>[NH2:1][c:2]1[cH:3][cH:4][c:5]([S:8][CH2:16][CH2:15][C:14]([O:13][C:9]([CH3:10])([CH3:11])[CH3:12])=[O:17])[cH:6][cH:7]1. RXN SMILES: [C:1]1(=[O:17])[N:5]([CH2:6][CH2:7][S:8](Cl)(=[O:10])=[O:9])[C:4](=[O:12])[C:3]2=[CH:13][CH:14]=[CH:15][CH:16]=[C:2]12.[C:18]1(=O)[N:22](CC)[C:21](=O)C2=CC=CC=C12.CNS(=O)=O>>[C:4]1(=[O:12])[N:5]([CH2:6][CH3:7])[C:1](=[O:17])[C:2]2=[CH:16][CH:15]=[CH:14][CH:13]=[C:3]12.[CH3:21][N:22]([CH3:18])[SH:8](=[O:9])=[O:10] |f:1.2,3.4|. Product: C1(C=2C(C(N1CC)=O)=CC=CC2)=O.CN(S(=O)=O)C (2-phthalimidoethane N,N-dimethylsulfonamide). The reactants are C1(C=2C(C(N1CCS(=O)(=O)Cl)=O)=CC=CC2)=O (2-Phthalimidoethanesulfonyl chloride), C1(C=2C(C(N1CC)=O)=CC=CC2)=O.CNS(=O)=O (2-phthalimidoethane N-methylsulfonamide). Procedure: 2-Phthalimidoethanesulfonyl chloride (2.0 g) was used in a procedure similar to the one used for 2-phthalimidoethane-N-methylsulfonamide. Yield: 1.03 g (45%). 1H-NMR (CDCl3) δ (ppm) 7.87-7.79 (m, 2H), 7.75-7.66 (m, 2H), 4.11 (t, J=, 2H), 3.30 (t, J=Hz, 2H), 2.87 (s, 6H).